Task: describe an organic reaction: reactants, conditions, products, and yield. Dataset: the Open Reaction Database (ORD), a public repository of structured organic reaction records Starting materials: Cl (hydrochloric acid), ClC1=CC=C(OC2=CC=C(C=C2)NC([C@H]2N(C[C@@H](C2)NC(CNC(=O)OC(C)(C)C)=O)C(=O)OC(C)(C)C)=O)C=C1 (trans-4-(N-tert-butoxycarbonylglycylamino)-N-tert-butoxycarbonyl-L-proline 4-(4′-chlorophenoxy)phenylamide). The solvent is O1CCOCC1 (1,4-dioxane), O1CCOCC1 (1,4-dioxane). Reaction conditions: time 1 hour. Yields the product Cl.Cl.ClC1=CC=C(OC2=CC=C(C=C2)NC([C@H]2NC[C@@H](C2)NC(CN)=O)=O)C=C1 (trans-4-Glycylamino-L-Proline 4-(4′-Chlorophenoxy)phenylamide Dihydrochloride). Reaction SMILES: [ClH:1].[Cl:2][C:3]1[CH:42]=[CH:41][C:6]([O:7][C:8]2[CH:13]=[CH:12][C:11]([NH:14][C:15](=[O:40])[C@@H:16]3[CH2:20][C@@H:19]([NH:21][C:22](=[O:32])[CH2:23][NH:24]C(OC(C)(C)C)=O)[CH2:18][N:17]3C(OC(C)(C)C)=O)=[CH:10][CH:9]=2)=[CH:5][CH:4]=1>O1CCOCC1>[ClH:2].[ClH:1].[Cl:2][C:3]1[CH:4]=[CH:5][C:6]([O:7][C:8]2[CH:13]=[CH:12][C:11]([NH:14][C:15](=[O:40])[C@@H:16]3[CH2:20][C@@H:19]([NH:21][C:22](=[O:32])[CH2:23][NH2:24])[CH2:18][NH:17]3)=[CH:10][CH:9]=2)=[CH:41][CH:42]=1 |f:3.4.5|. Reported procedure: A solution of 4 N hydrochloric acid in 1,4-dioxane (5 mL) was added to a solution of trans-4-(N-tert-butoxycarbonylglycylamino)-N-tert-butoxycarbonyl-L-proline 4-(4′-chlorophenoxy)phenylamide (A, 230 mg) in 1,4-dioxane (5 mL) at room temperature. After stirring at room temperature for 1 hr, the reaction mixture was concentrated in vacuo. The residue was washed with ether to give the title compound (112 mg) as colorless crystals: 1H NMR (400 MHz, D2O) δ 2.31 (quintet, J=7.0 Hz, 1 H), 2.59 (m, 1 H...